Dataset: the Open Reaction Database (ORD), a public repository of structured organic reaction records. Task: describe an organic reaction: reactants, conditions, products, and yield The reactants are C(C(F)(F)F)(C(F)(F)F)O (1,1,1,3,3,3-hexafluoro isopropanol), O=C1C(O)=C(O)[C@H](O1)[C@@H](O)CO (L-ascorbic acid), O1C2C1CCCC2 (1,2-epoxycyclohexane). The solvent is C(C)#N (acetonitrile). Run at temperature 70 celsius, time 36 hour. The product is OC1C(CCCC1)OC1=C(C(=O)O[C@@H]1[C@@H](O)CO)O (3-O-(2-hydroxycyclohexyl) ascorbic acid). Reaction SMILES: C(O)(C(F)(F)F)C(F)(F)F.[O:11]=[C:12]1[O:18][C@H:17]([C@H:19]([CH2:21][OH:22])[OH:20])[C:15]([OH:16])=[C:13]1[OH:14].[O:23]1[CH:25]2[CH2:26][CH2:27][CH2:28][CH2:29][CH:24]12>C(#N)C>[OH:23][CH:24]1[CH2:29][CH2:28][CH2:27][CH2:26][CH:25]1[O:16][C:15]1[C@@H:17]([C@H:19]([CH2:21][OH:22])[OH:20])[O:18][C:12](=[O:11])[C:13]=1[OH:14]. Procedure details: Under an argon atmosphere, 4 ml of 1,1,1,3,3,3-hexafluoro isopropanol and 12 ml of acetonitrile were added to L-ascorbic acid (1.00 g), and further, 1,2-epoxycyclohexane (1.42 g) was added. The mixture was heated up to 70° C. and stirred for 36 hours, then, concentrated under reduced pressure, and 3.65 g of the resultant residue was subjected to silica gel column chromatography. Thereafter, it was eluted with chloroform/methanol/water(volume ratio:20/3/0.3) to obtain two elution fractions (first... Reactants: C(C)(C)(C)OC(=O)N1CCC(CC1)C=1NC=C(N1)C1=CC(=C(C=C1)F)F (4-[4-(3,4-difluoro-phenyl)-1H-imidazol-2-yl]-piperidine-1-carboxylic acid tert-butyl ester), BrCCO[Si](C)(C)C(C)(C)C ((2-bromo-ethoxy)-tert-butyl-dimethyl-silane), [OH-].[K+] (KOH). Solvent: C1CCOC1 (THF). Product: C(C)(C)(C)OC(=O)N1CCC(CC1)C=1N(C=C(N1)C1=CC(=C(C=C1)F)F)CCO[Si](C)(C)C(C)(C)C (4-[1-[2-(tert-Butyl-dimethyl-silanyloxy)-ethyl]-4-(3,4-difluoro-phenyl)-1H-imidazol-2-yl]-piperidine-1-carboxylic acid tert-butyl ester). The yield is 97.9%. Reaction SMILES: [C:1]([O:5][C:6]([N:8]1[CH2:13][CH2:12][CH:11]([C:14]2[NH:15][CH:16]=[C:17]([C:19]3[CH:24]=[CH:23][C:22]([F:25])=[C:21]([F:26])[CH:20]=3)[N:18]=2)[CH2:10][CH2:9]1)=[O:7])([CH3:4])([CH3:3])[CH3:2].Br[CH2:28][CH2:29][O:30][Si:31]([C:34]([CH3:37])([CH3:36])[CH3:35])([CH3:33])[CH3:32].[OH-].[K+]>C1COCC1>[C:1]([O:5][C:6]([N:8]1[CH2:13][CH2:12][CH:11]([C:14]2[N:15]([CH2:28][CH2:29][O:30][Si:31]([C:34]([CH3:37])([CH3:36])[CH3:35])([CH3:33])[CH3:32])[CH:16]=[C:17]([C:19]3[CH:24]=[CH:23][C:22]([F:25])=[C:21]([F:26])[CH:20]=3)[N:18]=2)[CH2:10][CH2:9]1)=[O:7])([CH3:4])([CH3:2])[CH3:3] |f:2.3|. Procedure: Combine 4-[4-(3,4-difluoro-phenyl)-1H-imidazol-2-yl]-piperidine-1-carboxylic acid tert-butyl ester (10.0 g; 0.028 mol; 1.0 equiv), (2-bromo-ethoxy)-tert-butyl-dimethyl-silane (13.16 g; 0.055 mol; 2.0 equiv), powdered KOH (7.72 g; 0.14 mol; 5.0 equiv) in THF (100 mL) and stir at 40° C. for 16 h. Quench the reaction with water and extract with EA. Evaporate to give the title compound (14.3 g, crude). MS (ES+): m/z=522 (M+H) The product is O=c1c(CO)cc(-c2ccc3c(c2)CCO3)nn1CCCc1ccc(Cl)cc1. Reaction SMILES: [C:35](=[O:36])([OH:37])[c:38]1[c:39](=[O:63])[n:40]([CH2:53][CH2:54][CH2:55][c:56]2[cH:57][cH:58][c:59]([Cl:62])[cH:60][cH:61]2)[n:41][c:42](-[c:44]2[cH:45][cH:46][c:47]3[c:48]([cH:52]2)[CH2:49][CH2:50][O:51]3)[cH:43]1.[Cl:1][c:2]1[cH:3][cH:4][cH:5][cH:6][c:7]1[CH2:8][CH2:9][CH2:10][n:11]1[c:12](=[O:13])[c:14]([CH2:15][N:16]2[CH2:17][CH2:18][N:19]([CH3:20])[CH2:21][CH2:22]2)[cH:23][c:24](-[c:25]2[cH:26][cH:27][c:28]3[c:32]([cH:33]2)[CH2:31][CH2:30][O:29]3)[n:34]1>>[CH2:35]([OH:36])[c:38]1[c:39](=[O:63])[n:40]([CH2:53][CH2:54][CH2:55][c:56]2[cH:57][cH:58][c:59]([Cl:62])[cH:60][cH:61]2)[n:41][c:42](-[c:44]2[cH:45][cH:46][c:47]3[c:48]([cH:52]2)[CH2:49][CH2:50][O:51]3)[cH:43]1. Reactants: O=C(O)c1cc(-c2ccc3c(c2)CCO3)nn(CCCc2ccc(Cl)cc2)c1=O, CN1CCN(Cc2cc(-c3ccc4c(c3)CCO4)nn(CCCc3ccccc3Cl)c2=O)CC1. The reactants are [Cl-].C(C)(C)(C)OC1=CC=C(C=C1)[S+](C1=CC=CC=C1)C1=CC=CC=C1 ((4-tert-butoxyphenyl)diphenylsulfonium chloride), C([O-])([O-])=O.[Pb+2] (lead carbonate), C(CCC)S(=O)(=O)O (butanesulfonic acid). Solvent: CO (methanol). Conditions: temperature 40 celsius. Yields the product C(CCC)S(=O)(=O)[O-].C(C)(C)(C)OC1=CC=C(C=C1)[S+](C1=CC=CC=C1)C1=CC=CC=C1 ((4-tert-butoxyphenyl)diphenylsulfonium butanesulfonate). Isolated yield 82.3%. As a reaction SMILES: [Cl-].[C:2]([O:6][C:7]1[CH:12]=[CH:11][C:10]([S+:13]([C:20]2[CH:25]=[CH:24][CH:23]=[CH:22][CH:21]=2)[C:14]2[CH:19]=[CH:18][CH:17]=[CH:16][CH:15]=2)=[CH:9][CH:8]=1)([CH3:5])([CH3:4])[CH3:3].C(=O)([O-])[O-].[Pb+2].[CH2:31]([S:35]([OH:38])(=[O:37])=[O:36])[CH2:32][CH2:33][CH3:34]>CO>[CH2:31]([S:35]([O-:38])(=[O:37])=[O:36])[CH2:32][CH2:33][CH3:34].[C:2]([O:6][C:7]1[CH:12]=[CH:11][C:10]([S+:13]([C:20]2[CH:25]=[CH:24][CH:23]=[CH:22][CH:21]=2)[C:14]2[CH:15]=[CH:16][CH:17]=[CH:18][CH:19]=2)=[CH:9][CH:8]=1)([CH3:5])([CH3:3])[CH3:4] |f:0.1,2.3,6.7|. Procedure details: In 36 g of methanol was dissolved 3.3 g (0.009 mol) of (4-tert-butoxyphenyl)diphenylsulfonium chloride. 1.7 g (0.0063 mol) of lead carbonate and 1.4 g (0.010 mol) of butanesulfonic acid were added to the solution, which was heated at 40° C. After cooling, the precipitate was filtered off and the filtrate was evaporated. 100 g of chloroform was added to the residue, the solution was washed with 100 g of water, and the solvent layer was evaporated again, obtaining 3.5 g (two-steps yield 64%) of (4...